This data is from the Open Reaction Database (ORD), a public repository of structured organic reaction records. The task is: describe an organic reaction: reactants, conditions, products, and yield Starting materials: O=C(O)CC1Cc2cc(Cl)c3[nH]ncc3c2CN(Cc2ccncc2)C1=O, CC(C)(C)CN1Cc2c(cc(Cl)c3[nH]ncc23)CC(CC(=O)N2CCC(N3Cc4ccccc4NC3=O)CC2)C1=O, Cl, Cl, O=c1[nH]c2ccccc2cc1C1CCNCC1. The product is O=C(CC1Cc2cc(Cl)c3[nH]ncc3c2CN(Cc2ccncc2)C1=O)N1CCC(c2cc3ccccc3[nH]c2=O)CC1. Reaction SMILES: [Cl:3][c:4]1[cH:5][c:6]2[c:7]([c:8]3[cH:9][n:10][nH:11][c:12]13)[CH2:13][N:14]([CH2:23][c:24]1[cH:25][cH:26][n:27][cH:28][cH:29]1)[C:15](=[O:22])[CH:16]([CH2:18][C:19](=[O:20])[OH:21])[CH2:17]2.[Cl:47][c:48]1[c:49]2[nH:50][n:51][cH:52][c:53]2[c:54]2[c:86]([cH:87]1)[CH2:85][CH:64]([CH2:65][C:66](=[O:67])[N:68]1[CH2:69][CH2:70][CH:71]([N:72]3[CH2:73][c:74]4[c:75]([cH:76][cH:77][cH:78][cH:79]4)[NH:80][C:81]3=[O:82])[CH2:83][CH2:84]1)[C:62](=[O:63])[N:56]([CH2:57][C:58]([CH3:59])([CH3:60])[CH3:61])[CH2:55]2.[ClH:1].[ClH:2].[NH:30]1[CH2:31][CH2:32][CH:33]([c:36]2[c:37](=[O:46])[nH:38][c:39]3[cH:40][cH:41][cH:42][cH:43][c:44]3[cH:45]2)[CH2:34][CH2:35]1>>[Cl:3][c:4]1[cH:5][c:6]2[c:7]([c:8]3[cH:9][n:10][nH:11][c:12]13)[CH2:13][N:14]([CH2:23][c:24]1[cH:25][cH:26][n:27][cH:28][cH:29]1)[C:15](=[O:22])[CH:16]([CH2:18][C:19](=[O:21])[N:30]1[CH2:31][CH2:32][CH:33]([c:36]3[c:37](=[O:46])[nH:38][c:39]4[cH:40][cH:41][cH:42][cH:43][c:44]4[cH:45]3)[CH2:34][CH2:35]1)[CH2:17]2. Conditions: temperature 100 celsius, time 5 hour. Procedure: A mixture of benzyl (S)-(1-(6-bromo-1-methyl-1H-pyrrolo[3,2-b]pyridin-5-yl)ethyl)carbamate (850 mg, 2.19 mmol), tert-butyl 3-(4,4,5,5-tetramethyl-1,3,2-dioxaborolan-2-yl)-2,5-dihydro-1H-pyrrole-1-carboxylate (904 mg, 3.06 mmol), K2CO3 (605 mg, 4.38 mmol) and Pd(dppf)Cl2 (170 mg, 0.22 mmol) in anhydrous DMF (25 mL) was stirred at 100° C. for 5 hours under nitrogen. After the solvent was removed, the residue was purified by silica gel column chromatography (PE/EtOAc=7:1) to give the title compound... Starting materials: BrC=1C=C2C(=NC1[C@H](C)NC(OCC1=CC=CC=C1)=O)C=CN2C (benzyl (S)-(1-(6-bromo-1-methyl-1H-pyrrolo[3,2-b]pyridin-5-yl)ethyl)carbamate), CC1(OB(OC1(C)C)C=1CN(CC1)C(=O)OC(C)(C)C)C (tert-butyl 3-(4,4,5,5-tetramethyl-1,3,2-dioxaborolan-2-yl)-2,5-dihydro-1H-pyrrole-1-carboxylate), C(=O)([O-])[O-].[K+].[K+] (K2CO3). As a reaction SMILES: Br[C:2]1[CH:3]=[C:4]2[N:23]([CH3:24])[CH:22]=[CH:21][C:5]2=[N:6][C:7]=1[C@@H:8]([NH:10][C:11](=[O:20])[O:12][CH2:13][C:14]1[CH:19]=[CH:18][CH:17]=[CH:16][CH:15]=1)[CH3:9].CC1(C)C(C)(C)OB([C:33]2[CH2:34][N:35]([C:38]([O:40][C:41]([CH3:44])([CH3:43])[CH3:42])=[O:39])[CH2:36][CH:37]=2)O1.C([O-])([O-])=O.[K+].[K+]>CN(C=O)C.C1C=CC(P(C2C=CC=CC=2)[C-]2C=CC=C2)=CC=1.C1C=CC(P(C2C=CC=CC=2)[C-]2C=CC=C2)=CC=1.Cl[Pd]Cl.[Fe+2]>[CH2:13]([O:12][C:11]([NH:10][C@H:8]([C:7]1[N:6]=[C:5]2[CH:21]=[CH:22][N:23]([CH3:24])[C:4]2=[CH:3][C:2]=1[C:37]1[CH2:36][N:35]([C:38]([O:40][C:41]([CH3:44])([CH3:43])[CH3:42])=[O:39])[CH2:34][CH:33]=1)[CH3:9])=[O:20])[C:14]1[CH:19]=[CH:18][CH:17]=[CH:16][CH:15]=1 |f:2.3.4,6.7.8.9|. Yield: 86.2%. Run in CN(C)C=O (DMF). Product: C(C1=CC=CC=C1)OC(=O)N[C@@H](C)C1=C(C=C2C(=N1)C=CN2C)C=2CN(CC2)C(=O)OC(C)(C)C (tert-Butyl (S)-3-(5-(1-(((benzyloxy)carbonyl)amino)ethyl)-1-methyl-1H-pyrrolo[3,2-b]pyridin-6-yl)-2,5-dihydro-1H-pyrrole-1-carboxylate). The reagents and catalysts are C1=CC=C(C=C1)P([C-]2C=CC=C2)C3=CC=CC=C3.C1=CC=C(C=C1)P([C-]2C=CC=C2)C3=CC=CC=C3.Cl[Pd]Cl.[Fe+2] (Pd(dppf)Cl2).